This data is from the Open Reaction Database (ORD), a public repository of structured organic reaction records. The task is: describe an organic reaction: reactants, conditions, products, and yield Starting materials: C=O, CC(Cl)Cl, Nc1cc(CC(NS(=O)(=O)c2ccccc2)C(=O)NCCCCc2ccccc2)ccc1O, [Na+], O=C([O-])O. The product is CNc1cc(CC(NS(=O)(=O)c2ccccc2)C(=O)NCCCCc2ccccc2)ccc1O. Reaction SMILES: [CH2:34]=[O:35].[Cl:41][CH:42]([Cl:43])[CH3:44].[NH2:1][c:2]1[cH:3][c:4]([CH2:9][CH:10]([C:11](=[O:12])[NH:13][CH2:14][CH2:15][CH2:16][CH2:17][c:18]2[cH:19][cH:20][cH:21][cH:22][cH:23]2)[NH:24][S:25](=[O:26])(=[O:27])[c:28]2[cH:29][cH:30][cH:31][cH:32][cH:33]2)[cH:5][cH:6][c:7]1[OH:8].[Na+:40].[O-:36][C:37]([OH:38])=[O:39]>>[NH:1]([c:2]1[cH:3][c:4]([CH2:9][CH:10]([C:11](=[O:12])[NH:13][CH2:14][CH2:15][CH2:16][CH2:17][c:18]2[cH:19][cH:20][cH:21][cH:22][cH:23]2)[NH:24][S:25](=[O:26])(=[O:27])[c:28]2[cH:29][cH:30][cH:31][cH:32][cH:33]2)[cH:5][cH:6][c:7]1[OH:8])[CH3:37]. Starting materials: N(CCO)CCO (diethanolamine), aldehyde, C(CNC(=O)C1=CC=CC=C1)(=O)O (hippuric acid). Product: ester, C(C)(=O)OC(C)=O (acetic anhydride), C1(=CC=CC=C1)C=1OC(CN1)=O (2-phenyl-2-oxazolin-5-one). RXN SMILES: [C:1]([OH:13])(=[O:12])[CH2:2][NH:3][C:4]([C:6]1[CH:11]=[CH:10][CH:9]=[CH:8][CH:7]=1)=O.N(CCO)[CH2:15][CH2:16][OH:17]>>[C:16]([O:13][C:1](=[O:12])[CH3:2])(=[O:17])[CH3:15].[C:6]1([C:4]2[O:13][C:1](=[O:12])[CH2:2][N:3]=2)[CH:7]=[CH:8][CH:9]=[CH:10][CH:11]=1. Reported procedure: The methods of the invention are outlined in the following preparation scheme. All compounds were characterized by high-field NMR (1H, 13C, 11B) and by IR; new compounds were also characterized by combustion analysis (C,H,N). Bracketed numerals refer to like numbered reactions or reaction products in the drawing of the specification. In the first step 4-boronobenzaledhyde (2) was prepared in 93% yield from the ethylene glycol acetal of 4-bromobenzaldehyde (1) by a Grignard reaction with tributyl... Starting materials: [N+](=O)([O-])C1=CN=C(N1C)C1=NN=C2N1N=C(C=C2)C(=O)OCC (3-(5-nitro-1-methyl-2-imidazolyl)-6-carbethoxy-s-triazolo[4,3-b]pyridazine), C(=O)O (formic acid), CS(=O)(=O)O (methane-sulfonic acid). The solvent is O (water). Run at time 1 hour. The product is [N+](=O)([O-])C1=CN=C(N1C)C1=NN=C2N1N=C(C=C2)C(=O)O (3-(5-Nitro-1-methyl-2-imidazolyl)-6-carboxy-s-triazolo[4,3-b]pyridazine). RXN SMILES: [N+:1]([C:4]1[N:8]([CH3:9])[C:7]([C:10]2[N:14]3[N:15]=[C:16]([C:19]([O:21]CC)=[O:20])[CH:17]=[CH:18][C:13]3=[N:12][N:11]=2)=[N:6][CH:5]=1)([O-:3])=[O:2].C(O)=O.CS(O)(=O)=O>O>[N+:1]([C:4]1[N:8]([CH3:9])[C:7]([C:10]2[N:14]3[N:15]=[C:16]([C:19]([OH:21])=[O:20])[CH:17]=[CH:18][C:13]3=[N:12][N:11]=2)=[N:6][CH:5]=1)([O-:3])=[O:2]. Procedure: 5.8 g. 3-(5-nitro-1-methyl-2-imidazolyl)-6-carbethoxy-s-triazolo[4,3-b]pyridazine were heated under reflux with 18.3 ml. 90% aqueous formic acid and 2.75 ml. methane-sulfonic acid for 3 hours at a bath temperature of 130° C. 80 ml. water were then added thereto and the precipitated crystals were filtered off with suction, after having stood for 1 hour, and washed with water. There were thus obtained 4.85 g. 3-(5-nitro-1-methyl-2-imidazolyl)-6-carboxy-s-triazolo[4,3-b]pyridazine, which has a melt... Starting materials: FC=1C(=C(C=O)C=CC1)O (3-fluoro-2-hydroxybenzaldehyde), C(=O)([O-])[O-].[K+].[K+] (K2CO3), ClC[Si](C)(C)C ((chloromethyl)trimethylsilane), [Na+].[I-] (NaI). Run in CN(C)C=O (DMF). Conditions: temperature 65 celsius. Product: FC=1C(=C(C=O)C=CC1)OC[Si](C)(C)C (3-Fluoro-2-((trimethylsilyl)methoxy)benzaldehyde). The yield is 99.3%. As a reaction SMILES: [F:1][C:2]1[C:3]([OH:10])=[C:4]([CH:7]=[CH:8][CH:9]=1)[CH:5]=[O:6].C([O-])([O-])=O.[K+].[K+].Cl[CH2:18][Si:19]([CH3:22])([CH3:21])[CH3:20].[Na+].[I-]>CN(C=O)C>[F:1][C:2]1[C:3]([O:10][CH2:18][Si:19]([CH3:22])([CH3:21])[CH3:20])=[C:4]([CH:7]=[CH:8][CH:9]=1)[CH:5]=[O:6] |f:1.2.3,5.6|. Reported procedure: To a suspension of 3-fluoro-2-hydroxybenzaldehyde (4.18 g, 29.8 mmol) and K2CO3 (12.25 g, 89 mmol) in DMF (81 mL) was added (chloromethyl)trimethylsilane (4.06 g, 33.1 mmol) and NaI (4.96 g, 33.1 mmol). Upon completion of addition, the mixture was heated in 65° C. oil bath overnight. After this time, the mixture was cooled to rt, quenched with water (20 mL) and then extracted with Et2O (2×30 mL). The combined organic layers were washed with H2O (2×15 mL), dried (Na2SO4), filtered and concentrate... The reactants are CS(=O)C (Dimethyl sulfoxide), ClS(=O)(=O)C1=NN2C(C=C(C=C2)C)=N1 (2-Chlorosulfonyl-7-methyl[1,2,4]triazolo[1,5-a]pyridine), ClC1=C(N)C(=CC=C1)Cl (2,6-dichloroaniline), N1=CC=CC=C1 (pyridine). Run in C(C)#N (acetonitrile), ClCCl (dichloromethane). The product is ClC1=C(C(=CC=C1)Cl)NS(=O)(=O)C1=NN2C(C=C(C=C2)C)=N1 (N-(2,6-Dichlorophenyl)-7-methyl[1,2,4]triazolo[1,5-a]pyridine-2-sulfonamid). RXN SMILES: Cl[S:2]([C:5]1[N:14]=[C:8]2[CH:9]=[C:10]([CH3:13])[CH:11]=[CH:12][N:7]2[N:6]=1)(=[O:4])=[O:3].[Cl:15][C:16]1[CH:22]=[CH:21][CH:20]=[C:19]([Cl:23])[C:17]=1[NH2:18].N1C=CC=CC=1.CS(C)=O>C(#N)C.ClCCl>[Cl:15][C:16]1[CH:22]=[CH:21][CH:20]=[C:19]([Cl:23])[C:17]=1[NH:18][S:2]([C:5]1[N:14]=[C:8]2[CH:9]=[C:10]([CH3:13])[CH:11]=[CH:12][N:7]2[N:6]=1)(=[O:4])=[O:3]. Reported procedure: 2-Chlorosulfonyl-7-methyl[1,2,4]triazolo[1,5-a]pyridine (1.2 g, 0.0052 mol), 2,6-dichloroaniline (1.7 g, 0.010 mol) and pyridine (0.40 g, 0.0052 mol) were dissolved in anhydrous acetonitrile (20 mL). Dimethyl sulfoxide (60 μL, 0.0008 mol) was added with stirring. The reaction was allowed to stir overnight. The volatiles were removed by evaporation under reduced pressure and the residue obtained was taken up in dichloromethane. The resulting mixture was washed well with dilute aqueous hydrochlori... The reactants are CC(=O)CC(=O)Nc1ccc(C(=O)N2CCCCc3cc(Cl)ccc32)c(C)c1, Cl, [Na+], C1CCOC1, [OH-]. The product is Cc1cc(NC(=O)CO)ccc1C(=O)N1CCCCc2cc(Cl)ccc21. Reaction SMILES: [Cl:1][c:2]1[cH:3][cH:4][c:5]2[c:6]([cH:28]1)[CH2:7][CH2:8][CH2:9][CH2:10][N:11]2[C:12]([c:13]1[c:14]([CH3:26])[cH:15][c:16]([NH:19][C:20]([CH2:21][C:22](=[O:23])[CH3:24])=[O:25])[cH:17][cH:18]1)=[O:27].[ClH:31].[Na+:30].[O:32]1[CH2:33][CH2:34][CH2:35][CH2:36]1.[OH-:29]>>[Cl:1][c:2]1[cH:3][cH:4][c:5]2[c:6]([cH:28]1)[CH2:7][CH2:8][CH2:9][CH2:10][N:11]2[C:12]([c:13]1[c:14]([CH3:26])[cH:15][c:16]([NH:19][C:20]([CH2:21][OH:29])=[O:25])[cH:17][cH:18]1)=[O:27]. Reactants: CSC=1N=CC2=C(N1)CCNC2 (2-(methylsulfanyl)-5,6,7,8-tetrahydropyrido[4,3-d]-pyrimidine), BrC=1C=C(C(=O)NC2=CC(=CC=C2)C(F)(F)F)C=CC1C (3-bromo-4-methyl-N-[3-(trifluoromethyl)phenyl]benzamide). The product is CC1=C(C=C(C(=O)NC2=CC(=CC=C2)C(F)(F)F)C=C1)N1CC2=C(N=C(N=C2)SC)CC1 (4-methyl-3-[2-(methylthio)-7,8-dihydropyrido[4,3-d]pyrimidin-6(5H)-yl]-N-[3-(trifluoromethyl)phenyl]benzamide). RXN SMILES: [CH3:1][S:2][C:3]1[N:4]=[CH:5][C:6]2[CH2:12][NH:11][CH2:10][CH2:9][C:7]=2[N:8]=1.Br[C:14]1[CH:15]=[C:16]([CH:30]=[CH:31][C:32]=1[CH3:33])[C:17]([NH:19][C:20]1[CH:25]=[CH:24][CH:23]=[C:22]([C:26]([F:29])([F:28])[F:27])[CH:21]=1)=[O:18]>>[CH3:33][C:32]1[CH:14]=[CH:15][C:16]([C:17]([NH:19][C:20]2[CH:25]=[CH:24][CH:23]=[C:22]([C:26]([F:27])([F:29])[F:28])[CH:21]=2)=[O:18])=[CH:30][C:31]=1[N:11]1[CH2:10][CH2:9][C:7]2[N:8]=[C:3]([S:2][CH3:1])[N:4]=[CH:5][C:6]=2[CH2:12]1. Reported procedure: In a manner similar to that described for Example 138, 2-(methylsulfanyl)-5,6,7,8-tetrahydropyrido[4,3-d]-pyrimidine and 3-bromo-4-methyl-N-[3-(trifluoromethyl)phenyl]benzamide were converted to the title compound.